This data is from the Open Reaction Database (ORD), a public repository of structured organic reaction records. The task is: describe an organic reaction: reactants, conditions, products, and yield Starting materials: BrC12CC3(CC(CC(C1)(C3)C)(C2)CO)C (5-bromo-3,7-dimethyltricyclo[3.3.1.13,7]dec-1-ylmethanol), N1N=CC=C1 (1H-pyrazole), C(#N)C=P(CCCC)(CCCC)CCCC (cyanomethylenetributylphosphorane). The solvent is C1(=CC=CC=C1)C (toluene). Reaction conditions: temperature 90 celsius, time 8 hour. Yields the product BrC12CC3(CC(CC(C1)(C3)C)(C2)N2N=CC=C2)C (1-(5-bromo-3,7-dimethyltricyclo[3.3.1.13,7]dec-1-yl)-1H-pyrazole). As a reaction SMILES: [Br:1][C:2]12[CH2:12][C:6]3(CO)[CH2:7][C:8]([CH3:11])([CH2:10][C:4]([CH3:15])([CH2:5]3)[CH2:3]1)[CH2:9]2.[NH:16]1[CH:20]=[CH:19][CH:18]=[N:17]1.C(C=P(CCCC)(CCCC)CCCC)#N>C1(C)C=CC=CC=1>[Br:1][C:2]12[CH2:12][C:6]3([N:16]4[CH:20]=[CH:19][CH:18]=[N:17]4)[CH2:5][C:4]([CH3:15])([CH2:10][C:8]([CH3:11])([CH2:7]3)[CH2:9]1)[CH2:3]2. Procedure: To a solution of the 5-bromo-3,7-dimethyltricyclo[3.3.1.13,7]dec-1-ylmethanol (8.0 g, 29.3 mmol) in toluene (60 mL) was added 1H-pyrazole (1.55 g, 22.7 mmol) and cyanomethylenetributylphosphorane (2.0 g, 29.3 mmol) under nitrogen. After the addition, the mixture was stirred at 90° C. overnight. The reaction mixture was then concentrated, and the residue was purified by normal phase chromatography to give the title compound. The reactants are C(C)(=O)OC=1C(=CC(=C(C=CC(=O)OC)C1)C=O)OC (methyl 5-acetoxy-2-formyl-4-methoxycinnamate). Reagents/catalysts: [Pd] (palladium on carbon). The solvent is C(C)(=O)OCC (ethyl acetate). Reaction conditions: time 18 hour. Yields the product C(C)(=O)OC=1C(=CC(=C(CCC(=O)OC)C1)C=O)OC (Methyl 5-Acetoxy-2-formyl-4-methoxyhydrocinnamate). As a reaction SMILES: [C:1]([O:4][C:5]1[C:6]([O:19][CH3:20])=[CH:7][C:8]([CH:17]=[O:18])=[C:9]([CH:16]=1)[CH:10]=[CH:11][C:12]([O:14][CH3:15])=[O:13])(=[O:3])[CH3:2]>[Pd].C(OCC)(=O)C>[C:1]([O:4][C:5]1[C:6]([O:19][CH3:20])=[CH:7][C:8]([CH:17]=[O:18])=[C:9]([CH:16]=1)[CH2:10][CH2:11][C:12]([O:14][CH3:15])=[O:13])(=[O:3])[CH3:2]. Procedure details: A mixture of methyl 5-acetoxy-2-formyl-4-methoxycinnamate (10.8 g) and 10% palladium on carbon (3 g) in ethyl acetate (100 ml) is hydrogenated at 45 psi for about 18 hours and filtered. The filtrate is concentrated in vacuo and the residue purified by HPLC, eluting 50% ethyl acetate in hexanes, to give the desired product. Starting materials: O=N[O-], CSCCC(N)C(=O)O, [Na+], O. Yields the product CSCCC(O)C(=O)O. As a reaction SMILES: [N:10](=[O:11])[O-:12].[NH2:1][CH:2]([CH2:3][CH2:4][S:5][CH3:6])[C:7](=[O:8])[OH:9].[Na+:13].[OH2:14]>>[CH:2]([CH2:3][CH2:4][S:5][CH3:6])([C:7](=[O:8])[OH:9])[OH:11]. Starting materials: FC1=CC=2N(C=C1)C(=CN2)C(=O)NC2=C1C(=NN(C1=CC=C2)CC2=NC(=CC=C2)C(C)C)C (7-fluoro-N-(1-((6-isopropylpyridin-2-yl)methyl)-3-methyl-1H-indazol-4-yl)imidazo[1,2-a]pyridine-3-carboxamide), C[C@@H]1CN(CCN1C)CCO ((R)-2-(3,4-dimethylpiperazin-1-yl)ethanol), CC(C)([O-])C.[K+] (potassium t-butoxide). The solvent is C(C)(C)(C)O (t-butanol), O (water). Reaction conditions: temperature 95 celsius. The product is C[C@@H]1CN(CCN1C)CCOC1=CC=2N(C=C1)C(=CN2)C(=O)NC2=C1C(=NN(C1=CC=C2)CC2=NC(=CC=C2)C(C)C)C ((R)-7-(2-(3,4-dimethylpiperazin-1-yl)ethoxy)-N-(1-((6-isopropylpyridin-2-yl)methyl)-3-methyl-1H-indazol-4-yl)imidazo[1,2-a]pyridine-3-carboxamide). Isolated yield 33.0%. As a reaction SMILES: F[C:2]1[CH:7]=[CH:6][N:5]2[C:8]([C:11]([NH:13][C:14]3[CH:22]=[CH:21][CH:20]=[C:19]4[C:15]=3[C:16]([CH3:33])=[N:17][N:18]4[CH2:23][C:24]3[CH:29]=[CH:28][CH:27]=[C:26]([CH:30]([CH3:32])[CH3:31])[N:25]=3)=[O:12])=[CH:9][N:10]=[C:4]2[CH:3]=1.[CH3:34][C@H:35]1[N:40]([CH3:41])[CH2:39][CH2:38][N:37]([CH2:42][CH2:43][OH:44])[CH2:36]1.CC(C)([O-])C.[K+]>C(O)(C)(C)C.O>[CH3:34][C@H:35]1[N:40]([CH3:41])[CH2:39][CH2:38][N:37]([CH2:42][CH2:43][O:44][C:2]2[CH:7]=[CH:6][N:5]3[C:8]([C:11]([NH:13][C:14]4[CH:22]=[CH:21][CH:20]=[C:19]5[C:15]=4[C:16]([CH3:33])=[N:17][N:18]5[CH2:23][C:24]4[CH:29]=[CH:28][CH:27]=[C:26]([CH:30]([CH3:32])[CH3:31])[N:25]=4)=[O:12])=[CH:9][N:10]=[C:4]3[CH:3]=2)[CH2:36]1 |f:2.3|. Procedure details: 7-Fluoro-N-(1-((6-isopropylpyridin-2-yl)methyl)-3-methyl-1H-indazol-4-yl)imidazo[1,2-a]pyridine-3-carboxamide (Example 1, Step A), 0.300 g, 0.678 mmol), (R)-2-(3,4-dimethylpiperazin-1-yl)ethanol (0.536 g, 3.39 mmol), and potassium t-butoxide (0.456 g, 4.07 mmol) were combined in t-butanol in a pressure tube. The tube was sealed and warmed to 95° C. for 16 hours, then allowed to cool to ambient temperature. The mixture was diluted with water and extracted with EtOAc. The combined organic extracts...